This data is from the Open Reaction Database (ORD), a public repository of structured organic reaction records. The task is: describe an organic reaction: reactants, conditions, products, and yield Yield: 94.5%. Solvent: C(C)O (ethanol). Reactants: C(C1=CC=CC=C1)N=C1CCC2=CC=C(C=C12)F (benzyl-(6-fluoroindan-1-ylidene)-amine), ClCCl (dichloromethane), O (water), [BH4-].[Na+] (sodium borohydride). RXN SMILES: [CH2:1]([N:8]=[C:9]1[C:17]2[C:12](=[CH:13][CH:14]=[C:15]([F:18])[CH:16]=2)[CH2:11][CH2:10]1)[C:2]1[CH:7]=[CH:6][CH:5]=[CH:4][CH:3]=1.[BH4-].[Na+].ClCCl.O>C(O)C>[CH2:1]([NH:8][CH:9]1[C:17]2[C:12](=[CH:13][CH:14]=[C:15]([F:18])[CH:16]=2)[CH2:11][CH2:10]1)[C:2]1[CH:3]=[CH:4][CH:5]=[CH:6][CH:7]=1 |f:1.2|. Reaction conditions: temperature 0 celsius, time 1 hour. Procedure details: Dissolve benzyl-(6-fluoroindan-1-ylidene)-amine (23.22 g, 97.03 mmol) in ethanol (1200 mL). Cool the mixture to 0° C. under nitrogen. Add sodium borohydride (11.01 g, 291.10 mmol) to the mixture. After one hour, add dichloromethane (150 mL) and water (150 mL). Stir for 14 hours under nitrogen and concentrate in vacuo to remove ethanol. Extract the residue with dichloromethane and saturated aqueous sodium chloride. Dry the resulting organics with magnesium sulfate, filter, and concentrate in vacu... The product is C(C1=CC=CC=C1)NC1CCC2=CC=C(C=C12)F (Benzyl-(6-fluoroindan-1-yl)-amine).